Dataset: the Open Reaction Database (ORD), a public repository of structured organic reaction records. Task: describe an organic reaction: reactants, conditions, products, and yield Reactants: Cl.C1(=CC=CC=C1)C1(CCNCC1)COC(CO)C1=CC(=CC(=C1)C(F)(F)F)C(F)(F)F (4-Phenyl-4-((1-(3,5-bis(trifluoromethyl)phenyl)-2-hydroxyethoxy) methyl)piperidine Hydrochloride), BrCC(=O)OC (methyl bromoacetate). Product: Cl.C1(=CC=CC=C1)C1(CCNCC1)COC(COCC(=O)OC)C1=CC(=CC(=C1)C(F)(F)F)C(F)(F)F (4-Phenyl-4-((1-(3,5-bis(trifluoromethyl)phenyl)-2-methoxycarbonylmethoxy ethoxy)methyl)piperidine Hydrochloride). As a reaction SMILES: [ClH:1].[C:2]1([C:8]2([CH2:14][O:15][CH:16]([C:19]3[CH:24]=[C:23]([C:25]([F:28])([F:27])[F:26])[CH:22]=[C:21]([C:29]([F:32])([F:31])[F:30])[CH:20]=3)[CH2:17][OH:18])[CH2:13][CH2:12][NH:11][CH2:10][CH2:9]2)[CH:7]=[CH:6][CH:5]=[CH:4][CH:3]=1.Br[CH2:34][C:35]([O:37][CH3:38])=[O:36]>>[ClH:1].[C:2]1([C:8]2([CH2:14][O:15][CH:16]([C:19]3[CH:24]=[C:23]([C:25]([F:26])([F:27])[F:28])[CH:22]=[C:21]([C:29]([F:32])([F:30])[F:31])[CH:20]=3)[CH2:17][O:18][CH2:34][C:35]([O:37][CH3:38])=[O:36])[CH2:13][CH2:12][NH:11][CH2:10][CH2:9]2)[CH:3]=[CH:4][CH:5]=[CH:6][CH:7]=1 |f:0.1,3.4|. Reported procedure: This was prepared in a similar manner as Example 2 using the compound of Example 1 (d) and methyl bromoacetate. 1H NMR (360 MHz, d6 -DMSO) δ7.98 (1H, s), 7.75 (2H, s), 7.41-7.24 (5H, m), 4.68 (1H, t, J=5 Hz), 4.11 (2H, s), 3.62 (3H, s), 3.69-3.30 (4H, m), 3.29-3.10 (2H, m), 2.78-2.60 (2H, m), 2.39-2.00 (4H, m). MS (Cl+) 520 (M+H)+.